From a dataset of the Open Reaction Database (ORD), a public repository of structured organic reaction records. describe an organic reaction: reactants, conditions, products, and yield Starting materials: C([O-])([O-])=O.[Na+].[Na+] (sodium carbonate), O (water), C(C)(C)(C)OC(C(C)(C)SC=1SC=C(N1)CCOC1=NC=C(C=N1)Br)=O (2-[(4-{2-[(5-bromopyrimidin-2-yl)oxy]ethyl}-1,3-thiazol-2-yl)thio]-2-methylpropionic acid tert-butyl ester), FC(OC1=CC=C(C=C1)OB(O)O)(F)F (4-trifluoromethoxyphenylboric acid). The reagents and catalysts are C=1C=CC(=CC1)[P](C=2C=CC=CC2)(C=3C=CC=CC3)[Pd]([P](C=4C=CC=CC4)(C=5C=CC=CC5)C=6C=CC=CC6)([P](C=7C=CC=CC7)(C=8C=CC=CC8)C=9C=CC=CC9)[P](C=1C=CC=CC1)(C=1C=CC=CC1)C=1C=CC=CC1 (tetrakis(triphenylphosphine)palladium). Run in O1CCOCC1 (dioxane). The product is C(C)(C)(C)OC(C(C)(SC=1SC=C(N1)CCOC1=NC=C(C=N1)C1=CC=C(C=C1)OC(F)(F)F)C)=O (2-methyl-2-({4-[2-({5-[4-(trifluoromethoxy)phenyl]pyrimidin-2-yl}oxy)ethyl]-1,3-thiazol-2-yl}thio)propionic acid tert-butyl ester). Isolated yield 85.0%. RXN SMILES: [C:1]([O:5][C:6](=[O:26])[C:7]([S:10][C:11]1[S:12][CH:13]=[C:14]([CH2:16][CH2:17][O:18][C:19]2[N:24]=[CH:23][C:22](Br)=[CH:21][N:20]=2)[N:15]=1)([CH3:9])[CH3:8])([CH3:4])([CH3:3])[CH3:2].[F:27][C:28]([F:41])([F:40])[O:29][C:30]1[CH:35]=[CH:34][C:33](OB(O)O)=[CH:32][CH:31]=1.C(=O)([O-])[O-].[Na+].[Na+].O>O1CCOCC1.C1C=CC([P]([Pd]([P](C2C=CC=CC=2)(C2C=CC=CC=2)C2C=CC=CC=2)([P](C2C=CC=CC=2)(C2C=CC=CC=2)C2C=CC=CC=2)[P](C2C=CC=CC=2)(C2C=CC=CC=2)C2C=CC=CC=2)(C2C=CC=CC=2)C2C=CC=CC=2)=CC=1>[C:1]([O:5][C:6](=[O:26])[C:7]([CH3:9])([S:10][C:11]1[S:12][CH:13]=[C:14]([CH2:16][CH2:17][O:18][C:19]2[N:24]=[CH:23][C:22]([C:33]3[CH:32]=[CH:31][C:30]([O:29][C:28]([F:27])([F:40])[F:41])=[CH:35][CH:34]=3)=[CH:21][N:20]=2)[N:15]=1)[CH3:8])([CH3:4])([CH3:3])[CH3:2] |f:2.3.4,^1:58,60,79,98|. Procedure details: Under nitrogen atmosphere, 2-[(4-{2-[(5-bromopyrimidin-2-yl)oxy]ethyl}-1,3-thiazol-2-yl)thio]-2-methylpropionic acid tert-butyl ester (600 mg) synthesized in Example 110-1 and 4-trifluoromethoxyphenylboric acid (400 mg) were dissolved in dioxane (6 mL) and aqueous sodium carbonate solution (2 mol/L, 3 mL), tetrakis(triphenylphosphine)palladium (75 mg) was added, and the mixture was refluxed for 4 hr. The reaction mixture was cooled, water was added thereto, and the mixture was extracted with eth...